Dataset: the Open Reaction Database (ORD), a public repository of structured organic reaction records. Task: describe an organic reaction: reactants, conditions, products, and yield Procedure: A nickel sulfate-cobalt sulfate mixed solution is prepared by dissolving nickel sulfate and cobalt sulfate at a molar ratio of Co to Ni of 20%. By adding a solution of sodium hydroxide to the nickel sulfate-cobalt sulfate mixed solution, a nickel-cobalt hydroxide is obtained by co-precipitation. By washing the obtained nickel-cobalt hydroxide in water and drying at 80° C., it becomes powdery and a nickel-cobalt hydroxide, Ni0.8Co0.2(OH)2, in which secondary particles similar to spherical or elli... The product is S(=O)(=O)([O-])[O-].[Ni+2].S(=O)(=O)([O-])[O-].[Co+2] (nickel sulfate cobalt sulfate), [OH-].[Co+2].[Ni+2].[OH-].[OH-].[OH-] (nickel-cobalt hydroxide). Starting materials: S(=O)(=O)([O-])[O-].[Ni+2] (nickel sulfate), S(=O)(=O)([O-])[O-].[Co+2] (cobalt sulfate), [Ni] (Ni), [OH-].[Na+] (sodium hydroxide), S(=O)(=O)([O-])[O-].[Ni+2].S(=O)(=O)([O-])[O-].[Co+2] (nickel sulfate cobalt sulfate). RXN SMILES: [S:1]([O-:5])([O-:4])(=[O:3])=[O:2].[Ni+2:6].[S:7]([O-:11])([O-:10])(=[O:9])=[O:8].[Co+2:12].[Ni].[OH-:14].[Na+].S([O-])([O-])(=O)=[O:17].[Ni+2].S([O-])([O-])(=O)=[O:23].[Co+2]>>[S:1]([O-:5])([O-:4])(=[O:3])=[O:2].[Ni+2:6].[S:7]([O-:11])([O-:10])(=[O:9])=[O:8].[Co+2:12].[OH-:17].[Co+2:12].[Ni+2:6].[OH-:23].[OH-:14].[OH-:2] |f:0.1,2.3,5.6,7.8.9.10,11.12.13.14,15.16.17.18.19.20|.